This data is from the Open Reaction Database (ORD), a public repository of structured organic reaction records. The task is: describe an organic reaction: reactants, conditions, products, and yield Starting materials: OCc1cc(C(F)(F)F)ccc1Br, CN(C)C=O, CCOC(C)=O, CC(C)[Si](Cl)(C(C)C)C(C)C, c1c[nH]cn1. The product is CC(C)[Si](OCc1cc(C(F)(F)F)ccc1Br)(C(C)C)C(C)C. RXN SMILES: [Br:1][c:2]1[c:3]([CH2:12][OH:13])[cH:4][c:5]([C:8]([F:9])([F:10])[F:11])[cH:6][cH:7]1.[CH3:30][N:31]([CH3:32])[CH:33]=[O:34].[CH3:35][CH2:36][O:37][C:38](=[O:39])[CH3:40].[CH:19]([CH3:20])([CH3:21])[Si:22]([CH:23]([CH3:24])[CH3:25])([CH:26]([CH3:27])[CH3:28])[Cl:29].[nH:14]1[cH:15][cH:16][n:17][cH:18]1>>[Br:1][c:2]1[c:3]([CH2:12][O:13][Si:22]([CH:19]([CH3:20])[CH3:21])([CH:23]([CH3:24])[CH3:25])[CH:26]([CH3:27])[CH3:28])[cH:4][c:5]([C:8]([F:9])([F:10])[F:11])[cH:6][cH:7]1.